This data is from the Open Reaction Database (ORD), a public repository of structured organic reaction records. The task is: describe an organic reaction: reactants, conditions, products, and yield Reactants: COC(CCBr)OC, Cl, Cc1cnc(F)c(-c2c[nH]c(=O)[nH]c2=O)c1, [K+], [K+], O=C([O-])[O-], CN(C)C=O, O. Product: COC(CCn1cc(-c2cc(C)cnc2F)c(=O)[nH]c1=O)OC. Reaction SMILES: [Br:24][CH2:25][CH2:26][CH:27]([O:28][CH3:29])[O:30][CH3:31].[ClH:1].[F:2][c:3]1[n:4][cH:5][c:6]([CH3:17])[cH:7][c:8]1-[c:9]1[c:10](=[O:16])[nH:11][c:12](=[O:15])[nH:13][cH:14]1.[K+:18].[K+:19].[O-:20][C:21]([O-:22])=[O:23].[O:33]=[CH:34][N:35]([CH3:36])[CH3:37].[OH2:32]>>[F:2][c:3]1[n:4][cH:5][c:6]([CH3:17])[cH:7][c:8]1-[c:9]1[c:10](=[O:16])[nH:11][c:12](=[O:15])[n:13]([CH2:25][CH2:26][CH:27]([O:28][CH3:29])[O:30][CH3:31])[cH:14]1. Reactants: C(C)(C)(C)ON=C1C=C(OC2=CC=C(C=C12)O)C1=CC2=C(C=N1)C=CS2 (6-hydroxy-2-thieno[3,2-c]pyridin-6-yl-chromen-4-one O-tert-butyl oxime), Cl.ClCCCC=1C=NC=CC1 (3-(3-Chloro-propyl)-pyridine hydrochloride), N1=CC(=CC=C1)CCCO (3-pyridine propanol). Yields the product Cl.N1=CC(=CC=C1)CCCOC=1C=C2C(C=C(OC2=CC1)C1=CC2=C(C=N1)C=CS2)=NO (6-(3-Pyridin-3-yl-propoxy)-2-thieno[3,2-c]pyridin-6-yl-chromen-4-one oxime, hydrochloride). As a reaction SMILES: C([O:5][N:6]=[C:7]1[C:16]2[C:11](=[CH:12][CH:13]=[C:14]([OH:17])[CH:15]=2)[O:10][C:9]([C:18]2[N:23]=[CH:22][C:21]3[CH:24]=[CH:25][S:26][C:20]=3[CH:19]=2)=[CH:8]1)(C)(C)C.Cl.[Cl:28][CH2:29][CH2:30][CH2:31][C:32]1[CH:33]=[N:34][CH:35]=[CH:36][CH:37]=1.N1C=CC=C(CCCO)C=1>>[ClH:28].[N:34]1[CH:35]=[CH:36][CH:37]=[C:32]([CH2:31][CH2:30][CH2:29][O:17][C:14]2[CH:15]=[C:16]3[C:11](=[CH:12][CH:13]=2)[O:10][C:9]([C:18]2[N:23]=[CH:22][C:21]4[CH:24]=[CH:25][S:26][C:20]=4[CH:19]=2)=[CH:8][C:7]3=[N:6][OH:5])[CH:33]=1 |f:1.2,4.5|. Procedure details: 6-(3-Pyridin-3-yl-propoxy)-2-thieno[3,2-c]pyridin-6-yl-chromen-4-one oxime, hydrochloride was prepared in 10% overall yield using the method described in example 127, starting from 6-hydroxy-2-thieno[3,2-c]pyridin-6-yl-chromen-4-one O-tert-butyl oxime (example 127A) and 3-(3-Chloro-propyl)-pyridine hydrochloride, prepared from 3-pyridine propanol (U.S. Pat. No. 6,362,336). Reactants: C1CCOC1, COc1cc(COC(=O)NC(C)CC(=O)O)c([N+](=O)[O-])cc1OC, C(=NC1CCCCC1)=NC1CCCCC1, O=C1C=CC(=O)N1O. Yields the product COc1cc(COC(=O)NC(C)CC(=O)ON2C(=O)C=CC2=O)c([N+](=O)[O-])cc1OC. RXN SMILES: [CH2:48]1[O:49][CH2:50][CH2:51][CH2:52]1.[CH3:1][O:2][c:3]1[cH:4][c:5]([N+:22](=[O:23])[O-:24])[c:6]([CH2:7][O:8][C:9](=[O:10])[NH:11][CH:12]([CH2:13][C:14](=[O:15])[OH:16])[CH3:17])[cH:18][c:19]1[O:20][CH3:21].[CH:33]1([N:34]=[C:35]=[N:36][CH:37]2[CH2:38][CH2:39][CH2:40][CH2:41][CH2:42]2)[CH2:43][CH2:44][CH2:45][CH2:46][CH2:47]1.[OH:25][N:26]1[C:27](=[O:32])[CH:28]=[CH:29][C:30]1=[O:31]>>[CH3:1][O:2][c:3]1[cH:4][c:5]([N+:22](=[O:23])[O-:24])[c:6]([CH2:7][O:8][C:9](=[O:10])[NH:11][CH:12]([CH2:13][C:14]([O:15][N:26]2[C:27](=[O:32])[CH:28]=[CH:29][C:30]2=[O:31])=[O:16])[CH3:17])[cH:18][c:19]1[O:20][CH3:21]. Reactants: C(C)(C)(C)OC(NC1=C(C=C(C(=C1)C)C(F)(F)F)N)=O ((2-amino-5-methyl-4-trifluoromethyl-phenyl)-carbamic acid tert-butyl ester), C(C)(C)(C)OC(CC(C1=CC(=CC=C1)C=1C=NC=CC1)=O)=O (3-oxo-3-(3-pyridin-3-yl-phenyl)-propionic acid tert-butyl ester). The product is C(C)(C)(C)OC(NC1=C(C=C(C(=C1)C)C(F)(F)F)NC(CC(C1=CC(=CC=C1)C=1C=NC=CC1)=O)=O)=O ({5-Methyl-2-[3-oxo-3-(3-pyridin-3-yl-phenyl)-propionylamino]-4-trifluoromethyl-phenyl}-carbamic acid tert-butyl ester), foam. The yield is 70.0%. RXN SMILES: [C:1]([O:5][C:6](=[O:20])[NH:7][C:8]1[CH:13]=[C:12]([CH3:14])[C:11]([C:15]([F:18])([F:17])[F:16])=[CH:10][C:9]=1[NH2:19])([CH3:4])([CH3:3])[CH3:2].C([O:25][C:26](=O)[CH2:27][C:28](=[O:41])[C:29]1[CH:34]=[CH:33][CH:32]=[C:31]([C:35]2[CH:36]=[N:37][CH:38]=[CH:39][CH:40]=2)[CH:30]=1)(C)(C)C>>[C:1]([O:5][C:6](=[O:20])[NH:7][C:8]1[CH:13]=[C:12]([CH3:14])[C:11]([C:15]([F:18])([F:17])[F:16])=[CH:10][C:9]=1[NH:19][C:26](=[O:25])[CH2:27][C:28](=[O:41])[C:29]1[CH:34]=[CH:33][CH:32]=[C:31]([C:35]2[CH:36]=[N:37][CH:38]=[CH:39][CH:40]=2)[CH:30]=1)([CH3:4])([CH3:2])[CH3:3]. Procedure details: The title compound was prepared from (2-amino-5-methyl-4-trifluoromethyl-phenyl)-carbamic acid tert-butyl ester (Example J20) (218 mg, 0.75 mmol) and 3-oxo-3-(3-pyridin-3-yl-phenyl)-propionic acid tert-butyl ester (Example K1) (223 mg, 0.75 mmol) according to the general procedure M. Obtained as a light yellow foam (270 mg, 70%).